From a dataset of the Open Reaction Database (ORD), a public repository of structured organic reaction records. describe an organic reaction: reactants, conditions, products, and yield Starting materials: IC1=CC=CC=2C=C(CCOC21)C(=O)OC (methyl 2,3-dihydro-9-iodo-1-benzoxepin-4-carboxylate), ClCCl (dichloromethane), CN(C=O)C (N,N-dimethylformamide), [C]=O (carbon monoxide), C(C)[SiH](CC)CC (triethylsilane), [C]=O (carbon monoxide). The reagents and catalysts are C1=CC=C(C=C1)P([C-]2C=CC=C2)C3=CC=CC=C3.C1=CC=C(C=C1)P([C-]2C=CC=C2)C3=CC=CC=C3.Cl[Pd]Cl.[Fe+2] ([1,1′-bis(diphenylphosphino)-ferrocene]dichloropalladium(II)). Solvent: C(C)N(CC)CC (triethylamine), O (water), C(C)(=O)OCC (ethyl acetate). Reaction conditions: time 3 day. Yields the product C(=O)C1=CC=CC=2C=C(CCOC21)C(=O)OC (methyl 2,3-dihydro-9-formyl-1-benzoxepin-4-carboxylate). As a reaction SMILES: I[C:2]1[C:12]2[O:11][CH2:10][CH2:9][C:8]([C:13]([O:15][CH3:16])=[O:14])=[CH:7][C:6]=2[CH:5]=[CH:4][CH:3]=1.ClCCl.[C]=O.C([SiH](CC)CC)C.CN(C)[CH:31]=[O:32]>C1C=CC(P(C2C=CC=CC=2)[C-]2C=CC=C2)=CC=1.C1C=CC(P(C2C=CC=CC=2)[C-]2C=CC=C2)=CC=1.Cl[Pd]Cl.[Fe+2].O.C(OCC)(=O)C.C(N(CC)CC)C>[CH:31]([C:2]1[C:12]2[O:11][CH2:10][CH2:9][C:8]([C:13]([O:15][CH3:16])=[O:14])=[CH:7][C:6]=2[CH:5]=[CH:4][CH:3]=1)=[O:32] |f:5.6.7.8,^3:19|. Procedure: To a mixture of methyl 2,3-dihydro-9-iodo-1-benzoxepin-4-carboxylate (15 g) and [1,1′-bis(diphenylphosphino)-ferrocene]dichloropalladium(II), complex with dichloromethane (1:1) (1.9 g) in N,N-dimethylformamide (225 ml) was introduced carbon monoxide for 15 minutes. To the mixture was added the triethylamine (15.8 ml) and triethylsilane (14.5 ml) and to the mixture was introduced carbon monoxide for 1hour. Additionally, the reaction mixture was stirred for 3 days at ambient temperature under carb... Yield: 210.8%. Product: ClC1=C(C=2C=CC(=NC2C=C1)CCCCC#N)C(=O)NCC1CCCCC1 (6-Chloro-2-(4-cyanobutyl)-N-(cyclohexylmethyl)-5-quinolinecarboxamide). RXN SMILES: Cl[C:2]1[CH:11]=[CH:10][C:9]2[C:8]([C:12]([NH:14][CH2:15][CH:16]3[CH2:21][CH2:20][CH2:19][CH2:18][CH2:17]3)=[O:13])=[C:7]([Cl:22])[CH:6]=[CH:5][C:4]=2[N:3]=1>Br[Zn]CCCCC#N>[Cl:22][C:7]1[CH:6]=[CH:5][C:4]2[N:3]=[C:2]([CH2:4][CH2:9][CH2:10][CH2:11][C:2]#[N:3])[CH:11]=[CH:10][C:9]=2[C:8]=1[C:12]([NH:14][CH2:15][CH:16]1[CH2:21][CH2:20][CH2:19][CH2:18][CH2:17]1)=[O:13]. Procedure: Prepared according to the method of example 67 (a) using 2,6-dichloro-N-(cyclohexylmethyl)-5-quinolinecarboxamide (prepared as in Example 43 (a)) (500 mg) and bromo(4-cyanobutyl)-zinc (30 mL, 0.5 M solution in tetrahydrofuran). Purification (SiO2, methanol:dichloromethane 1:200 as eluant) gave the sub-title compound as a solid (600 mg). Starting materials: ( a ), ClC1=NC=2C=CC(=C(C2C=C1)C(=O)NCC1CCCCC1)Cl (2,6-dichloro-N-(cyclohexylmethyl)-5-quinolinecarboxamide), Example 43 ( a ). The solvent is Br[Zn]CCCCC#N (bromo(4-cyanobutyl)-zinc). Starting materials: C/C/1=C\CC(/C=C/C/C(=C/CC1)/C)(C)C (α-humulene), CC1=CCCC2(C1CC(=C(C)C)CC2)C (seli-3,7(11)-diene), CC1=C[C@H]2[C@@H](CCC(=C2CC1)C)C(C)C (δ-cadinene), CC1CCC(C2C13C2C(=CC3)C)C(C)C (α-cubebene), CC1=CCC[C@]2([C@H]1C[C@@H](CC2)C(=C)C)C (α-selinene), C[C@H]1CC[C@H](CC2=C1CC[C@@H]2C)C(=C)C (α-guaiene). Yields the product C/C/1=C\CC/C(=C/C=C(\CC1)/C(C)C)/C (germacrene C). RXN SMILES: [CH3:1][C:2]1=[CH:3][CH2:4][C:5]([CH3:15])([CH3:14])[CH:6]=[CH:7][CH2:8][C:9]([CH3:13])=[CH:10][CH2:11][CH2:12]1.CC1C23CC=C(C)C2C3C(C(C)C)CC1.CC1[C@@H]2C[C@H](C(C)=C)CC[C@@]2(C)CCC=1.CC1C2CC(CCC2(C)CCC=1)=C(C)C.CC1CCC2[C@H]([C@H](C(C)C)CCC=2C)C=1.C[C@@H]1C2CC[C@H](C)C=2C[C@H](C(C)=C)CC1>>[CH3:13][C:9]1=[CH:10][CH2:11][CH2:12][C:2]([CH3:1])=[CH:3][CH:4]=[C:6]([CH:5]([CH3:14])[CH3:15])[CH2:7][CH2:8]1. Procedure: The sources of authentic terpene standards were as follows: α-longipinene, cyclosativene, sativene and α-ylangene were from Abies balsamea oleoresin; δ-selinene was from Abies alba oleoresin; α-, β-, and γ-himachalene, α- and δ-amorphene, α-muurolene, guaia-6,9-diene, α-cadinene, δ-selinene, germacrene A, β-ylangene, β-longipinene, E-α- and β-bisabolene were gifts from Larry Cool (University of California, Berkeley); germacrene B, and black pepper oleoresin containing a-cubebene and α-copaene, w...